From a dataset of the Open Reaction Database (ORD), a public repository of structured organic reaction records. describe an organic reaction: reactants, conditions, products, and yield The reactants are CC=1C=CC=C2C1C(=O)OC(N2)=O (6-methyl-isatoic anhydride), [H-].[Na+] (sodium hydride), C(C1=CC=CC=C1)Br (benzyl bromide), [H][H] (hydrogen). The solvent is CN(C)C=O (DMF), CN(C)C=O (DMF), CN(C)C=O (DMF). Reaction conditions: temperature 45 celsius, time 1 hour. The product is C(C1=CC=CC=C1)C12C(=O)OC(NC1C=CC=C2C)=O (1-benzyl-6-methyl-isatoic anhydride). As a reaction SMILES: [CH3:1][C:2]1[CH:3]=[CH:4][CH:5]=[C:6]2[NH:12][C:11](=[O:13])[O:10][C:8](=[O:9])[C:7]=12.[H-].[Na+].[H][H].[CH2:18](Br)[C:19]1[CH:24]=[CH:23][CH:22]=[CH:21][CH:20]=1>CN(C=O)C>[CH2:18]([C:7]12[C:2]([CH3:1])=[CH:3][CH:4]=[CH:5][CH:6]1[NH:12][C:11](=[O:13])[O:10][C:8]2=[O:9])[C:19]1[CH:24]=[CH:23][CH:22]=[CH:21][CH:20]=1 |f:1.2|. Procedure details: A solution of 6-methyl-isatoic anhydride (4.5 gm) in DMF (30 ml) was added dropwise to a stirred suspension of 60% sodium hydride (1.0 gm) in DMF (20 ml) under nitrogen atmosphere. The reaction was then warmed to 45° C. and stirred until hydrogen evolution ceased. It was then cooled and a solution of benzyl bromide (4.4 gm) in DMF (10 ml) was added slowly. Stirring was continued for one hour at room temperature and the solution was then evaporated under reduced pressure at 45° C. The resulting s... Reactants: COC1=NSC(=C1C(=O)O)C1=CC=C(C=C1)OC (3-methoxy-5-(4-methoxyphenyl)-1,2-thiazole-4-carboxylic acid), B.C1CCOC1 (BH3.THF), ethyl acetate petroleum ether. Solvent: O1CCCC1 (tetrahydrofuran). Conditions: temperature 0 celsius. The product is COC1=NSC(=C1CO)C1=CC=C(C=C1)OC ([3-methoxy-5-(4-methoxyphenyl)-1,2-thiazol-4-yl]methanol). RXN SMILES: [CH3:1][O:2][C:3]1[C:7]([C:8](O)=[O:9])=[C:6]([C:11]2[CH:16]=[CH:15][C:14]([O:17][CH3:18])=[CH:13][CH:12]=2)[S:5][N:4]=1.B.C1COCC1>O1CCCC1>[CH3:1][O:2][C:3]1[C:7]([CH2:8][OH:9])=[C:6]([C:11]2[CH:16]=[CH:15][C:14]([O:17][CH3:18])=[CH:13][CH:12]=2)[S:5][N:4]=1 |f:1.2|. Procedure details: Into a 25-mL round-bottom flask (1 atm) purged and maintained with an inert atmosphere of nitrogen, was placed 3-methoxy-5-(4-methoxyphenyl)-1,2-thiazole-4-carboxylic acid (160 mg, 0.60 mmol, 1.00 equiv), tetrahydrofuran (4.0 mL). This was followed by the addition of BH3.THF(1 M) (1.83 mL) dropwise with stirring at 0° C. The resulting solution was stirred overnight at 45° C. in an oil bath. The reaction progress was monitored by TLC (ethyl acetate/petroleum ether=1:2). The reaction was then quen... Reactants: CNCc1ccccn1, CC(=O)N1CCc2nc(Nc3ccc(-c4cnco4)cc3)nc(OS(=O)(=O)C(F)(F)F)c2C1, Cc1ccc(S(=O)(=O)[O-])cc1. Yields the product CC(=O)N1CCc2nc(Nc3ccc(-c4cnco4)cc3)nc(N(C)Cc3ccccn3)c2C1. RXN SMILES: [CH3:1][NH:2][CH2:3][c:4]1[n:5][cH:6][cH:7][cH:8][cH:9]1.[F:10][C:11]([F:12])([F:13])[S:14]([O:15][c:16]1[c:17]2[c:18]([n:19][c:20]([NH:22][c:23]3[cH:24][cH:25][c:26](-[c:29]4[cH:30][n:31][cH:32][o:33]4)[cH:27][cH:28]3)[n:21]1)[CH2:34][CH2:35][N:36]([C:38]([CH3:39])=[O:40])[CH2:37]2)(=[O:41])=[O:42].[O-:43][S:44]([c:45]1[cH:46][cH:47][c:48]([CH3:49])[cH:50][cH:51]1)(=[O:52])=[O:53]>>[CH3:1][N:2]([CH2:3][c:4]1[n:5][cH:6][cH:7][cH:8][cH:9]1)[c:16]1[c:17]2[c:18]([n:19][c:20]([NH:22][c:23]3[cH:24][cH:25][c:26](-[c:29]4[cH:30][n:31][cH:32][o:33]4)[cH:27][cH:28]3)[n:21]1)[CH2:34][CH2:35][N:36]([C:38]([CH3:39])=[O:40])[CH2:37]2. Reactants: COCC1CNCCN1, O=C(O)c1cn(C2CC2)c2cc(Cl)c(F)cc2c1=O, c1ccncc1. Product: COCC1CN(c2cc3c(cc2F)c(=O)c(C(=O)O)cn3C2CC2)CCN1. As a reaction SMILES: [CH3:20][O:21][CH2:22][CH:23]1[NH:24][CH2:25][CH2:26][NH:27][CH2:28]1.[Cl:1][c:2]1[c:3]([F:19])[cH:4][c:5]2[c:6](=[O:18])[c:7]([C:15](=[O:16])[OH:17])[cH:8][n:9]([CH:12]3[CH2:13][CH2:14]3)[c:10]2[cH:11]1.[cH:29]1[cH:30][cH:31][n:32][cH:33][cH:34]1>>[c:2]1([N:27]2[CH2:26][CH2:25][NH:24][CH:23]([CH2:22][O:21][CH3:20])[CH2:28]2)[c:3]([F:19])[cH:4][c:5]2[c:6](=[O:18])[c:7]([C:15](=[O:16])[OH:17])[cH:8][n:9]([CH:12]3[CH2:13][CH2:14]3)[c:10]2[cH:11]1.